describe an organic reaction: reactants, conditions, products, and yield From a dataset of the Open Reaction Database (ORD), a public repository of structured organic reaction records. Starting materials: C(C=C)Br (allyl bromide), ClC=1C=C(CC#N)C=CC1 (3-chlorobenzyl cyanide), [H-].[Na+] (sodium hydride). The solvent is C1CCOC1 (THF), C1CCOC1 (THF), C1CCOC1 (THF). Reaction conditions: time 2 hour. Yields the product ClC=1C=C(C=CC1)C(C#N)CC=C (2-(3-Chlorophenyl)pent-4-enenitrile). Yield: 35.5%. As a reaction SMILES: [Cl:1][C:2]1[CH:3]=[C:4]([CH:8]=[CH:9][CH:10]=1)[CH2:5][C:6]#[N:7].[H-].[Na+].[CH2:13](Br)[CH:14]=[CH2:15]>C1COCC1>[Cl:1][C:2]1[CH:3]=[C:4]([CH:5]([CH2:15][CH:14]=[CH2:13])[C:6]#[N:7])[CH:8]=[CH:9][CH:10]=1 |f:1.2|. Reported procedure: A solution of 3-chlorobenzyl cyanide (2.00 g, 13.2 mmol) in 15 mL of THF was added over 30 min to a suspension of sodium hydride (60% dispersion in mineral oil, 636 mg, 15.9 mmol) in 5.0 mL of dry THF. After stirring 2 h at room temperature, the mixture was cooled to -20 ° C., a solution of allyl bromide (1.14 mL, 1.59 g, 13.2 mmol) in 3.0 mL of THF was added, and the mixture was allowed to warm to room temperature. After 2 h, the reaction was quenched with a solution of 1.6 g of ammonium chlori... Reactants: O (water), CC(C)(C)[Si](O[C@H](C)[C@H]1CC=C2C=3CC[C@H]4C([C@H](CC[C@]4(C)C3CC[C@]12C)OC(C)OCC)(C)C)(C)C ((3β,5α,20R)-20-[[(1,1-dimethylethyl)dimethylsilyl]oxy]-3-[(1-ethoxyethyl)oxy]-4,4-dimethylpregna-8,14-diene), solution, [F-].C(CCC)[N+](CCCC)(CCCC)CCCC (tetrabutylammonium fluoride). The solvent is O1CCCC1 (tetrahydrofuran). Run at time 24 hour. The product is C(C)OC(C)O[C@@H]1C([C@@H]2CCC=3C4=CC[C@H]([C@@H](C)O)[C@]4(CCC3[C@]2(CC1)C)C)(C)C ((3β,5α,20R)-3-[(1-ethoxyethyl)oxy]-4,4-dimethylpregna-8,14-dien-20-ol). Yield: 82.4%. As a reaction SMILES: CC([Si](C)(C)[O:6][C@@H:7]([C@@H:9]1[C@:26]2([CH3:27])[C:12]([C:13]3[CH2:14][CH2:15][C@@H:16]4[C@:21]([C:23]=3[CH2:24][CH2:25]2)([CH3:22])[CH2:20][CH2:19][C@H:18]([O:28][CH:29]([O:31][CH2:32][CH3:33])[CH3:30])[C:17]4([CH3:35])[CH3:34])=[CH:11][CH2:10]1)[CH3:8])(C)C.[F-].C([N+](CCCC)(CCCC)CCCC)CCC.O>O1CCCC1>[CH2:32]([O:31][CH:29]([O:28][C@H:18]1[CH2:19][CH2:20][C@@:21]2([CH3:22])[C@@H:16]([CH2:15][CH2:14][C:13]3[C:12]4[C@:26]([CH3:27])([CH2:25][CH2:24][C:23]=32)[C@@H:9]([C@H:7]([OH:6])[CH3:8])[CH2:10][CH:11]=4)[C:17]1([CH3:35])[CH3:34])[CH3:30])[CH3:33] |f:1.2|. Procedure details: iv)—A solution of (3β,5α,20R)-20-[[(1,1-dimethylethyl)dimethylsilyl]oxy]-3-[(1-ethoxyethyl)oxy]-4,4-dimethylpregna-8,14-diene (18b; 16.4 g) in a 1 M solution of tetrabutylammonium fluoride in tetrahydrofuran (42 ml) was stirred at 50° C. for 6 h and then at room temperature for 24 h. The reaction mixture was poured into water and the product was extracted into ethyl acetate. The combined organic phases were washed with brine and concentrated under reduced pressure. Column chromatography afforded... Starting materials: OC1=CC=C(C=C1)CCCN1C=NC=C1 (1-[3-(4-hydroxyphenyl)propyl]imidazole), ClCC=1N=C(OC1)C=1SC=CC1Cl (4-chloromethyl-2-(3-chloro-2-thienyl)oxazole). Yields the product ClC1=C(SC=C1)C=1OC=C(N1)COC1=CC=C(C=C1)CCCN1C=NC=C1 (2-(3-chloro-2-thienyl)-4-[4-[3-(1-imidazolyl)propyl]phenoxymethyl]oxazole). Isolated yield 77.0%. Reaction SMILES: [OH:1][C:2]1[CH:7]=[CH:6][C:5]([CH2:8][CH2:9][CH2:10][N:11]2[CH:15]=[CH:14][N:13]=[CH:12]2)=[CH:4][CH:3]=1.Cl[CH2:17][C:18]1[N:19]=[C:20]([C:23]2[S:24][CH:25]=[CH:26][C:27]=2[Cl:28])[O:21][CH:22]=1>>[Cl:28][C:27]1[CH:26]=[CH:25][S:24][C:23]=1[C:20]1[O:21][CH:22]=[C:18]([CH2:17][O:1][C:2]2[CH:7]=[CH:6][C:5]([CH2:8][CH2:9][CH2:10][N:11]3[CH:15]=[CH:14][N:13]=[CH:12]3)=[CH:4][CH:3]=2)[N:19]=1. Reported procedure: In substantially the same manner as in Working Example 72, 1-[3-(4-hydroxyphenyl)propyl]imidazole was allowed to react with 4-chloromethyl-2-(3-chloro-2-thienyl)oxazole to give 2-(3-chloro-2-thienyl)-4-[4-[3-(1-imidazolyl)propyl]phenoxymethyl]oxazole. The yield was 77%. Recrystallization from ethyl acetate-hexane gave colorless prisms, mp 69-70° C. Reactants: BrC1=CN=C(S1)NC(=O)NC1=C(C=C(C=C1)C)C(=O)C1CCCC1 (1-(5-bromo-thiazol-2-yl)-3-(2-cyclopentanecarbonyl-4-methyl-phenyl)-urea), COC(CS)=O (mercapto-acetic acid methyl ester). Yields the product COC(CSC1=CN=C(S1)NC(=O)NC1=C(C=C(C=C1)C)C(=O)C1CCCC1)=O ({2-[3-(2-Cyclopentanecarbonyl-4-methyl-phenyl)-ureido]-thiazol-5-ylsulfanyl}-acetic acid methyl ester). The yield is 30.0%. Reaction SMILES: Br[C:2]1[S:6][C:5]([NH:7][C:8]([NH:10][C:11]2[CH:16]=[CH:15][C:14]([CH3:17])=[CH:13][C:12]=2[C:18]([CH:20]2[CH2:24][CH2:23][CH2:22][CH2:21]2)=[O:19])=[O:9])=[N:4][CH:3]=1.[CH3:25][O:26][C:27](=[O:30])[CH2:28][SH:29]>>[CH3:25][O:26][C:27](=[O:30])[CH2:28][S:29][C:2]1[S:6][C:5]([NH:7][C:8]([NH:10][C:11]2[CH:16]=[CH:15][C:14]([CH3:17])=[CH:13][C:12]=2[C:18]([CH:20]2[CH2:24][CH2:23][CH2:22][CH2:21]2)=[O:19])=[O:9])=[N:4][CH:3]=1. Procedure details: {2-[3-(2-Cyclopentanecarbonyl-4-methyl-phenyl)-ureido]-thiazol-5-ylsulfanyl}-acetic acid methyl ester (130 mg, 30%) was prepared from 1-(5-bromo-thiazol-2-yl)-3-(2-cyclopentanecarbonyl-4-methyl-phenyl)-urea (408 mg, 1 mmol), and mercapto-acetic acid methyl ester (212 mg, 2 mmol) following the general procedure Q. Starting materials: COC(CCC(=O)c1cc(Br)ccn1)OC, ClCCl, O=C(O)C(F)(F)F. Product: O=CCCC(=O)c1cc(Br)ccn1. Reaction SMILES: [Br:1][c:2]1[cH:3][c:4]([C:8]([CH2:9][CH2:10][CH:11]([O:12][CH3:15])[O:13][CH3:14])=[O:16])[n:5][cH:6][cH:7]1.[Cl:24][CH2:25][Cl:26].[OH:17][C:18]([C:19]([F:20])([F:21])[F:22])=[O:23]>>[Br:1][c:2]1[cH:3][c:4]([C:8]([CH2:9][CH2:10][CH:11]=[O:12])=[O:16])[n:5][cH:6][cH:7]1.